From a dataset of the Open Reaction Database (ORD), a public repository of structured organic reaction records. describe an organic reaction: reactants, conditions, products, and yield The reactants are COC=1C=CC2=C(CCN(C(N2)=O)C2CCNCC2)C1 (7-methoxy-3-piperidin-4-yl-1,3,4,5-tetrahydro-1,3-benzodiazepin-2-one), ClC1=CC(=NC=C1)C(=O)N1CCC2=C(C(=CC=C12)F)F ((4-chloro-pyridin-2-yl)-(4,5-difluoro-2,3-dihydro-indol-1-yl)-methanone), C([O-])([O-])=O.[K+].[K+] (potassium carbonate). Run in CN1CCCC1=O (NMP). Yields the product FC1=C2CCN(C2=CC=C1F)C(=O)C1=NC=CC(=C1)N1CCC(CC1)N1C(NC2=C(CC1)C=C(C=C2)OC)=O (3-[2′-(4,5-difluoro-2,3-dihydro-indole-1-carbonyl)-3,4,5,6-tetrahydro-2H-[1,4′]bipyridinyl-4-yl]-7-methoxy-1,3,4,5-tetrahydro-1,3-benzodiazepin-2-one). RXN SMILES: [CH3:1][O:2][C:3]1[CH:4]=[CH:5][C:6]2[NH:12][C:11](=[O:13])[N:10]([CH:14]3[CH2:19][CH2:18][NH:17][CH2:16][CH2:15]3)[CH2:9][CH2:8][C:7]=2[CH:20]=1.Cl[C:22]1[CH:27]=[CH:26][N:25]=[C:24]([C:28]([N:30]2[C:38]3[C:33](=[C:34]([F:40])[C:35]([F:39])=[CH:36][CH:37]=3)[CH2:32][CH2:31]2)=[O:29])[CH:23]=1.C(=O)([O-])[O-].[K+].[K+]>CN1C(=O)CCC1>[F:40][C:34]1[C:35]([F:39])=[CH:36][CH:37]=[C:38]2[C:33]=1[CH2:32][CH2:31][N:30]2[C:28]([C:24]1[CH:23]=[C:22]([N:17]2[CH2:18][CH2:19][CH:14]([N:10]3[CH2:9][CH2:8][C:7]4[CH:20]=[C:3]([O:2][CH3:1])[CH:4]=[CH:5][C:6]=4[NH:12][C:11]3=[O:13])[CH2:15][CH2:16]2)[CH:27]=[CH:26][N:25]=1)=[O:29] |f:2.3.4|. Reported procedure: 0.18 g (0.67 mmol) 7-methoxy-3-piperidin-4-yl-1,3,4,5-tetrahydro-1,3-benzodiazepin-2-one, 0.20 g (0.68 mmol) (4-chloro-pyridin-2-yl)-(4,5-difluoro-2,3-dihydro-indol-1-yl)-methanone and 97 mg (0.70 mmol) potassium carbonate were stirred in 3 mL of NMP for 4 h at 130° C. and overnight at RT. The reaction mixture was purified by HPLC. The product-containing fractions were combined and freeze-dried. Reactants: B, C1CCOC1, CO, CSC, Cl, CC(C)(CC(=O)O)N=[N+]=[N-]. The product is CC(C)(CCO)N=[N+]=[N-]. Reaction SMILES: [BH3:4].[CH2:18]1[O:19][CH2:20][CH2:21][CH2:22]1.[CH3:15][OH:16].[CH3:1][S:2][CH3:3].[ClH:17].[N:5](=[N+:6]=[N-:7])[C:8]([CH2:9][C:10](=[O:11])[OH:12])([CH3:13])[CH3:14]>>[N:5](=[N+:6]=[N-:7])[C:8]([CH2:9][CH2:10][OH:11])([CH3:13])[CH3:14]. Reported procedure: Following general procedure I, 2,8-dichloro-7-(methylsulfonyl)-1,5-naphthyridine (150 mg, 0.53 mmol) was acted with 4-[(dimethylamino)methyl]aniline (120 mg, 0.80 mmol) to afford the desired product (150 mg, 80%) as a yellow solid: 1H NMR (500 MHz, CDCl3) δ 9.05 (s, 1H), 8.95 (s, 1H), 8.18 (d, J=8.8 Hz, 1H), 7.52 (d, J=8.7 Hz, 1H), 7.34-7.27 (m, 2H), 7.12-7.04 (m, 2H), 3.49 (s, 2H), 3.17 (s, 3H), 2.30 (s, 6H); ESI MS m/z 391 [M+H]+ Yield: 72.4%. The reactants are ClC1=NC2=C(C(=CN=C2C=C1)S(=O)(=O)C)Cl (2,8-dichloro-7-(methylsulfonyl)-1,5-naphthyridine), CN(C)CC1=CC=C(N)C=C1 (4-[(dimethylamino)methyl]aniline). As a reaction SMILES: [Cl:1][C:2]1[CH:11]=[CH:10][C:9]2[C:4](=[C:5](Cl)[C:6]([S:12]([CH3:15])(=[O:14])=[O:13])=[CH:7][N:8]=2)[N:3]=1.[CH3:17][N:18]([CH2:20][C:21]1[CH:27]=[CH:26][C:24]([NH2:25])=[CH:23][CH:22]=1)[CH3:19]>>[Cl:1][C:2]1[N:3]=[C:4]2[C:9](=[CH:10][CH:11]=1)[N:8]=[CH:7][C:6]([S:12]([CH3:15])(=[O:14])=[O:13])=[C:5]2[NH:25][C:24]1[CH:23]=[CH:22][C:21]([CH2:20][N:18]([CH3:19])[CH3:17])=[CH:27][CH:26]=1. The product is ClC=1N=C2C(=C(C=NC2=CC1)S(=O)(=O)C)NC1=CC=C(C=C1)CN(C)C (6-Chloro-N-{4-[(dimethylamino)methyl]phenyl}-3-(methylsulfonyl)-1,5-naphthyridin-4-amine). Reactants: olefin, C1(\C=C/C(=O)O1)=O (maleic anhydride), C=CC=C (Butadiene), C1C=CCC2C1C(=O)OC2=O (THPA), C=CC=C (butadiene), crude product, C1C=CCC2C1C(=O)OC2=O (THPA), CCCCCCCCCC/C=C/C1CC(=O)OC1=O (DDSA), CC#C (propylene tetramer), CC#C (propylene tetramer), C1(\C=C/C(=O)O1)=O (maleic anhydride), CCCCCCCCCC/C=C/C1CC(=O)OC1=O (DDSA), C1(\C=C/C(=O)O1)=O (maleic anhydride), C1(\C=C/C(=O)O1)=O (maleic anhydride). Reaction conditions: temperature 227.5 celsius. Product: CCCCCCCCCC/C=C/C1CC(=O)OC1=O.C1C=CCC2C1C(=O)OC2=O (DDSA THPA). As a reaction SMILES: CC#C.C1(=O)OC(=O)C=C1.C=CC=C.[CH3:15][CH2:16][CH2:17][CH2:18][CH2:19][CH2:20][CH2:21][CH2:22][CH2:23][CH2:24]/[CH:25]=[CH:26]/[CH:27]1[C:32](=[O:33])[O:31][C:29](=[O:30])[CH2:28]1.[CH2:34]1[CH:39]2[C:40]([O:42][C:43](=[O:44])[CH:38]2[CH2:37][CH:36]=[CH:35]1)=[O:41]>>[CH3:15][CH2:16][CH2:17][CH2:18][CH2:19][CH2:20][CH2:21][CH2:22][CH2:23][CH2:24]/[CH:25]=[CH:26]/[CH:27]1[C:32](=[O:33])[O:31][C:29](=[O:30])[CH2:28]1.[CH2:37]1[CH:38]2[C:43]([O:42][C:40](=[O:41])[CH:39]2[CH2:34][CH:35]=[CH:36]1)=[O:44] |f:5.6|. Procedure: A 5 L-nitrogen-dried Büchi reactor, fitted with a mechanical stirrer, a sampling dip-leg, a vent, a rupture disk, a pressure sensor, a thermocouple well and a nitrogen inlet tube, was charged with propylene tetramer (2000 g, 1.75 eq.) and maleic anhydride (677 g, 1.0 eq.). The maleic anhydride was added as a solid (crushed briquettes from Aldrich) at room temperature. The reactor was then sealed and flushed with nitrogen for 5-10 min (5 psi of nitrogen was left in the reactor) before heat was ap... Run in O (water), CC(=O)N(C)C (dimethylacetamide), CC(=O)N(C)C (dimethylacetamide), CC(=O)N(C)C (dimethylacetamide). Reaction SMILES: Cl[CH2:2][CH2:3][N:4]1[C:13](=[O:14])[C:12]2[C:7](=[CH:8][CH:9]=[C:10]([Cl:15])[CH:11]=2)[N:6]=[C:5]1Cl.C(O)C.[CH2:20]([NH2:23])[CH:21]=[CH2:22].CCCCC>CC(N(C)C)=O.O>[CH2:20]([N:23]1[C:5]2=[N:6][C:7]3[C:12]([C:13](=[O:14])[N:4]2[CH2:3][CH2:2]1)=[CH:11][C:10]([Cl:15])=[CH:9][CH:8]=3)[CH:21]=[CH2:22]. Procedure: A solution of 1.0 g. of 3-(2-chloroethyl)-2,6-dichloro-3,4-dihydroquinazolin-4-one in 50 ml. of ethanol is combined with a solution of 0.62 g. of allylamine in 10 ml of dimethylacetamide and the resulting mixture heated to reflux with dimethylacetamide being added as required to dissolve any remaining solid starting material. After heating at reflux for about 5 hours the resulting reaction mixture is allowed to cool, the mixture stripped down to a dimethylacetamide slurry and pentane added. A wh... The reactants are ClCCN1C(=NC2=CC=C(C=C2C1=O)Cl)Cl (3-(2-chloroethyl)-2,6-dichloro-3,4-dihydroquinazolin-4-one), CCCCC (pentane), C(C)O (ethanol), C(C=C)N (allylamine). Product: C(C=C)N1CCN2C1=NC1=CC=C(C=C1C2=O)Cl (1-allyl-7-chloro-2,3-dihydro-imidazo[2,1-b]quinazolin-5(1H)-one).